describe an organic reaction: reactants, conditions, products, and yield From a dataset of the Open Reaction Database (ORD), a public repository of structured organic reaction records. Run at temperature 0 celsius, time 30 minute. Reported procedure: 30 ml of absolute THF is saturated under a nitrogen blanket at from 0°-10° C. with acetylene. While passing in further acetylene, 81.7 ml of vinylmagnesium chloride solution (1.47 molar) is dripped in and the mixture is stirred for 30 minutes at 0° C. Subsequently, 18.5 g of 2-chloro-3-isopropylbenzaldehyde is dripped in. The mixture is stirred for 15 hours at room temperature and then poured into 300 ml of ice water. The mixture is acidified with dilute hydrochloric acid and extracted by shakin... Reaction SMILES: [CH2:1]1COC[CH2:2]1.C([Mg]Cl)=C.[Cl:10][C:11]1[C:18]([CH:19]([CH3:21])[CH3:20])=[CH:17][CH:16]=[CH:15][C:12]=1[CH:13]=[O:14].Cl>C#C>[Cl:10][C:11]1[C:18]([CH:19]([CH3:21])[CH3:20])=[CH:17][CH:16]=[CH:15][C:12]=1[CH:13]([OH:14])[C:1]#[CH:2]. The solvent is C#C (acetylene), C#C (acetylene). Product: ClC1=C(C(C#C)O)C=CC=C1C(C)C (2-Chloro-3-isopropyl-(α-ethynyl)-benzyl alcohol). The reactants are Cl (hydrochloric acid), C1CCOC1 (THF), ice water, C(=C)[Mg]Cl (vinylmagnesium chloride), ClC1=C(C=O)C=CC=C1C(C)C (2-chloro-3-isopropylbenzaldehyde). The reactants are C(C)N(C=1C=C(C(C=O)=CC1)O)CC (4-diethylaminosalicylaldehyde), COC(=O)CC(=O)CC(=O)OC (dimethyl 1,3-acetone dicarboxylate). Reagents/catalysts: alcohol. The product is C(C)N(C1=CC=C2C=C(C(OC2=C1)=O)C(=O)CC(=O)OC)CC (methyl 7-diethylamino-3coumarinoylacetate). Reaction SMILES: [CH2:1]([N:3]([CH2:13][CH3:14])[C:4]1[CH:5]=[C:6]([OH:12])[C:7](=[CH:10][CH:11]=1)[CH:8]=O)[CH3:2].[CH3:15][O:16][C:17]([CH2:19][C:20]([CH2:22][C:23](OC)=[O:24])=[O:21])=[O:18]>>[CH2:1]([N:3]([CH2:13][CH3:14])[C:4]1[CH:5]=[C:6]2[C:7]([CH:8]=[C:22]([C:20]([CH2:19][C:17]([O:16][CH3:15])=[O:18])=[O:21])[C:23](=[O:24])[O:12]2)=[CH:10][CH:11]=1)[CH3:2]. Procedure details: A solution of 1.93 g 4-diethylaminosalicylaldehyde, 1.80 g. dimethyl 1,3-acetone dicarboxylate in 10 ml. alcohol containing 10 drops piperidine was heated under reflux on a steam bath for 2 hours. After chilling in the freezer, the product was collected and recrystallized from a mixture of alcohol and acetonitrile. Yield 2.6 g (82%). Reactants: C(=O)C1=NC=CC(=C1)[C@H](CC)NC(=O)C=1C2=C(C=NC1)N(N=C2)C2=CC=C(C=C2)F (1-(4-fluorophenyl)-1H-pyrazolo[3,4-c]pyridine-4-carboxylic acid [(S)-1-(2-formyl-pyridin-4-yl)-propyl]-amide), C[Li] (methyl lithium). Run in C1CCOC1 (THF), C(C)OCC (diethyl ether). Run at time 3.5 hour. Yields the product OC(C)C1=NC=CC(=C1)[C@H](CC)NC(=O)C=1C2=C(C=NC1)N(N=C2)C2=CC=C(C=C2)F (1-(4-fluorophenyl)-1H-pyrazolo[3,4-c]pyridine-4-carboxylic acid {(S)-1-[2-(1-hydroxy-ethyl)-pyridin-4-yl]-propyl}-amide). Reaction SMILES: [CH:1]([C:3]1[CH:8]=[C:7]([C@@H:9]([NH:12][C:13]([C:15]2[C:16]3[CH:23]=[N:22][N:21]([C:24]4[CH:29]=[CH:28][C:27]([F:30])=[CH:26][CH:25]=4)[C:17]=3[CH:18]=[N:19][CH:20]=2)=[O:14])[CH2:10][CH3:11])[CH:6]=[CH:5][N:4]=1)=[O:2].[CH3:31][Li]>C1COCC1.C(OCC)C>[OH:2][CH:1]([C:3]1[CH:8]=[C:7]([C@@H:9]([NH:12][C:13]([C:15]2[C:16]3[CH:23]=[N:22][N:21]([C:24]4[CH:25]=[CH:26][C:27]([F:30])=[CH:28][CH:29]=4)[C:17]=3[CH:18]=[N:19][CH:20]=2)=[O:14])[CH2:10][CH3:11])[CH:6]=[CH:5][N:4]=1)[CH3:31]. Procedure details: To a chilled (−78° C.) solution of 1-(4-fluorophenyl)-1H-pyrazolo[3,4-c]pyridine-4-carboxylic acid [(S)-1-(2-formyl-pyridin-4-yl)-propyl]-amide (368 mg, 0.91 mmol) in anhydrous THF (8 mL) was added a solution of 1.6 N methyl lithium (2.28 mL, 3.65 mmol) in diethyl ether and the mixture was slowly warmed to room temperature. After 3.5 hours, the reaction mixture was cooled to −78° C., quenched with saturated aqueous ammonium chloride and extracted with EtOAc (4×60 mL). The combined organic layers... Starting materials: ClC1=C2NC=NC2=NC=N1 (6-chloropurine), C(C=C)(=O)OC (methyl acrylate), C([O-])([O-])=O.[K+].[K+] (potassium carbonate). Solvent: CS(=O)C (dimethylsulfoxide). Reaction conditions: time 48 hour. Yields the product ClC1=C2N=CN(C2=NC=N1)CCC(=O)OC (6-Chloro-9-(2-carbomethoxyethyl)purine). RXN SMILES: [Cl:1][C:2]1[N:10]=[CH:9][N:8]=[C:7]2[C:3]=1[NH:4][CH:5]=[N:6]2.[C:11]([O:15][CH3:16])(=[O:14])[CH:12]=[CH2:13].C(=O)([O-])[O-].[K+].[K+]>CS(C)=O>[Cl:1][C:2]1[N:10]=[CH:9][N:8]=[C:7]2[C:3]=1[N:4]=[CH:5][N:6]2[CH2:13][CH2:12][C:11]([O:15][CH3:16])=[O:14] |f:2.3.4|. Reported procedure: A mixture of 4.64 g (0.03 mol) of 6-chloropurine, 12.9 g (0.15 mol) of methyl acrylate, 0.3 g (0.002 mol) of finely ground potassium carbonate and 50 mL of dimethylsulfoxide was stirred at room temperature for 48 h. The solvent was removed by distillation (0.1 mm) and the residue was extracted with methanol. The insoluble salts were removed by filtration and the filtrate was concentrated in vacuo. The residue was then dissolved in methanol, and petroleum ether was added to effect crystallization... Yields the product C(C)N(CC)P(Cl)C1CCCCC1 (diethylaminocyclohexylchlorophosphine). Reactants: phosphines, N(CC)(CC)P(Cl)Cl (Et2NPCl2), C1(CCCCC1)[Mg]Cl (cyclohexylmagnesium chloride). Procedure: U.S. Pat. No. 2,934,564 relates to compounds of the general formula R2PX wherein R represents an alkyl or aryl group and X represents chlorine, bromine or iodine. For example, the reaction of Me2NPCl2 (0.42 mole) with p-tolylmagnesium bromide (0.84 mole) produces dimethylamino-di-p-tolylphosphine. The isolated dimethylamino-di-p-tolylphosphine (31.88 mmoles) was treated with 1428 cc (63.75 mmoles) of anhydrous HCl yielding di-p-tolylchlorophosphine, which was purified by distillation. Similarly,... Yield: 57.5%. RXN SMILES: [N:1]([P:6]([Cl:8])Cl)([CH2:4][CH3:5])[CH2:2][CH3:3].[CH:9]1([Mg]Cl)[CH2:14][CH2:13][CH2:12][CH2:11][CH2:10]1>>[CH2:4]([N:1]([P:6]([CH:9]1[CH2:14][CH2:13][CH2:12][CH2:11][CH2:10]1)[Cl:8])[CH2:2][CH3:3])[CH3:5]. The reactants are C(CCCCC)(=O)Cl (hexanoyl chloride), C(\C=C\C)(=O)OC (methyl crotonate), [Cl-].[Al+3].[Cl-].[Cl-] (aluminum chloride). Solvent: ClC(C)Cl (dichloroethane). Reaction conditions: temperature 90 celsius, time 10 minute. Yields the product COC(C=CCC(CCCCC)=O)=O (methyl-5-oxo-decenoate). Reaction SMILES: [Cl-].[Al+3].[Cl-].[Cl-].[C:5](Cl)(=[O:11])[CH2:6][CH2:7][CH2:8][CH2:9][CH3:10].[C:13]([O:18][CH3:19])(=[O:17])/[CH:14]=[CH:15]/[CH3:16]>ClC(Cl)C>[CH3:19][O:18][C:13](=[O:17])[CH:14]=[CH:15][CH2:16][C:5](=[O:11])[CH2:6][CH2:7][CH2:8][CH2:9][CH3:10] |f:0.1.2.3|. Procedure: To a suspension of 26.5 g (0.2 moles) of aluminum chloride in 50 cc of dichloroethane is added a solution of 13.5 g (0.1 moles) of hexanoyl chloride and 10.0 g (0.1 moles) of methyl crotonate. Over a period of 10 minutes the temperature rises from 25 to 60°C. The reaction mass is refluxed for 4 hours at a temperature of approximately 90°C. The resultant methyl-5-oxo-decenoate is formed only in a small amount (approximately 2-3%). Reaction conditions: temperature 22 celsius, time 20 hour. The reagents and catalysts are O=C(O)C(F)(F)F (trifluoroacetic acid). Solvent: CC(C)O (isopropyl alcohol), CC(C)O (isopropylalcohol). Isolated yield 0.5%. Reaction SMILES: CC1=CC=C(N)N=C1.[C-]#[N+]C1CCCCC1.O=CCN1C(=O)C2=C(C=CC=C2)C1=O>>CC1=CN2C(C=C1)=NC(CN1C(=O)C3=C(C=CC=C3)C1=O)=C2NC1CCCCC1. Starting materials: C(C=O)N1C(c2ccccc2C1=O)=O, CC1=CN=C(C=C1)N, [C-]#[N+]C1CCCCC1. Product: Cc1ccc2nc(CN3C(c4ccccc4C3=O)=O)c(NC3CCCCC3)n2c1. Starting materials: [BH4-].[Na+] (sodium borohydride), O=C1SC(C(N1)=O)CC1=CC=C(OCC2(OC3=C(C(=C(C(=C3C(C2)=O)C)OCC(=O)OCCOC)C)C)C)C=C1 (2-methoxyethyl α-{2-[4-(2,4-dioxothiazolidin-5-ylmethyl)-phenoxymethyl]-2,5,7,8-tetramethyl-4-oxochroman -6-yloxy}acetate), Cl (hydrochloric acid), ice water. The solvent is CO (methanol). Conditions: time 60 minute. Product: O=C1SC(C(N1)=O)CC1=CC=C(OCC2(OC3=C(C(=C(C(=C3C(C2)O)C)OCC(=O)OCCOC)C)C)C)C=C1 (2-Methoxyethyl α-{2-[4-(2,4-dioxothiazolidin-5-ylmethyl)phenoxymethyl]-4-hydroxy -2,5,7,8-tetramethylchroman-6-yloxy}acetate). As a reaction SMILES: [BH4-].[Na+].[O:3]=[C:4]1[NH:8][C:7](=[O:9])[CH:6]([CH2:10][C:11]2[CH:42]=[CH:41][C:14]([O:15][CH2:16][C:17]3([CH3:40])[CH2:26][C:25](=[O:27])[C:24]4[C:19](=[C:20]([CH3:39])[C:21]([CH3:38])=[C:22]([O:29][CH2:30][C:31]([O:33][CH2:34][CH2:35][O:36][CH3:37])=[O:32])[C:23]=4[CH3:28])[O:18]3)=[CH:13][CH:12]=2)[S:5]1.Cl>CO>[O:3]=[C:4]1[NH:8][C:7](=[O:9])[CH:6]([CH2:10][C:11]2[CH:12]=[CH:13][C:14]([O:15][CH2:16][C:17]3([CH3:40])[CH2:26][CH:25]([OH:27])[C:24]4[C:19](=[C:20]([CH3:39])[C:21]([CH3:38])=[C:22]([O:29][CH2:30][C:31]([O:33][CH2:34][CH2:35][O:36][CH3:37])=[O:32])[C:23]=4[CH3:28])[O:18]3)=[CH:41][CH:42]=2)[S:5]1 |f:0.1|. Reported procedure: 1.5 g of sodium borohydride were added, whilst ice-cooling, to a mixture of 1.2 g of 2-methoxyethyl α-{2-[4-(2,4-dioxothiazolidin-5-ylmethyl)-phenoxymethyl]-2,5,7,8-tetramethyl-4-oxochroman -6-yloxy}acetate (prepared as described in Example 35) and 20 ml of methanol, and the mixture was stirred for 60 minutes. The reaction mixture was then poured into ice-water, neutralized with 10% w/v aqueous hydrochloric acid, and then extracted with ethyl acetate. The extract was washed with water and dried ... Reactants: FC1=C(C=C2NC(C(N(C2=C1)CC1=CC=C(C=C1)OC)=O)=O)C(=O)OC (Methyl 7-fluoro-1-(4-methoxybenzyl)-2,3-dioxo-1,2,3,4-tetrahydroquinoxaline-6-carboxylate), O=P(Cl)(Cl)Cl (POCl3). Run at temperature 130 celsius, time 8 hour. Yields the product ClC=1C(N(C2=CC(=C(C=C2N1)C(=O)OC)F)CC1=CC=C(C=C1)OC)=O (methyl 3-chloro-7-fluoro-1-(4-methoxybenzyl)-2-oxo-1,2-dihydroquinoxaline-6-carboxylate). Yield: 68.0%. As a reaction SMILES: [F:1][C:2]1[CH:11]=[C:10]2[C:5]([NH:6][C:7](=O)[C:8](=[O:21])[N:9]2[CH2:12][C:13]2[CH:18]=[CH:17][C:16]([O:19][CH3:20])=[CH:15][CH:14]=2)=[CH:4][C:3]=1[C:23]([O:25][CH3:26])=[O:24].O=P(Cl)(Cl)[Cl:29]>>[Cl:29][C:7]1[C:8](=[O:21])[N:9]([CH2:12][C:13]2[CH:18]=[CH:17][C:16]([O:19][CH3:20])=[CH:15][CH:14]=2)[C:10]2[C:5]([N:6]=1)=[CH:4][C:3]([C:23]([O:25][CH3:26])=[O:24])=[C:2]([F:1])[CH:11]=2. Reported procedure: Methyl 7-fluoro-1-(4-methoxybenzyl)-2,3-dioxo-1,2,3,4-tetrahydroquinoxaline-6-carboxylate (35.0 g, 98 mmol) was added to POCl3 with stirring overnight at 130° C. and concentrated in vacuo. The product was precipitated via the addition of methanol (150 ml) and collected by filtration to afford methyl 3-chloro-7-fluoro-1-(4-methoxybenzyl)-2-oxo-1,2-dihydroquinoxaline-6-carboxylate as a yellow solid (25.0 g, 68%).